From a dataset of the Open Reaction Database (ORD), a public repository of structured organic reaction records. describe an organic reaction: reactants, conditions, products, and yield Starting materials: BrC1=CC(=C(C=C1)OC)[N+](=O)[O-] (4-bromo-2-nitro-anisole), Cl.CNC1CCOCC1 (methyl-(tetrahydro-pyran-4-yl)-amine hydrochloride), C1(CCCCC1)P(C1=C(C=CC=C1)C1=CC=CC=C1)C1CCCCC1 (2-(dicyclohexylphosphino)biphenyl), C([O-])([O-])=O.[Cs+].[Cs+] (cesium carbonate). Reagents/catalysts: C(C)(=O)[O-].[Pd+2].C(C)(=O)[O-] (palladium (II) acetate). Run in O1CCOCC1 (dioxane). Product: COC1=C(C=C(C=C1)N(C1CCOCC1)C)[N+](=O)[O-] ((4-methoxy-3-nitro-phenyl)-methyl-(tetrahydro-pyran-4-yl)-amine). The yield is 18.5%. As a reaction SMILES: Br[C:2]1[CH:7]=[CH:6][C:5]([O:8][CH3:9])=[C:4]([N+:10]([O-:12])=[O:11])[CH:3]=1.Cl.[CH3:14][NH:15][CH:16]1[CH2:21][CH2:20][O:19][CH2:18][CH2:17]1.C1(P(C2CCCCC2)C2C=CC=CC=2C2C=CC=CC=2)CCCCC1.C(=O)([O-])[O-].[Cs+].[Cs+]>O1CCOCC1.C([O-])(=O)C.[Pd+2].C([O-])(=O)C>[CH3:9][O:8][C:5]1[CH:6]=[CH:7][C:2]([N:15]([CH3:14])[CH:16]2[CH2:21][CH2:20][O:19][CH2:18][CH2:17]2)=[CH:3][C:4]=1[N+:10]([O-:12])=[O:11] |f:1.2,4.5.6,8.9.10|. Reported procedure: To a stirred solution of 7.50 g (32.0(mmol) 4-bromo-2-nitro-anisole in 200 ml dioxane were added 6.86 g (45.0 mmol) methyl-(tetrahydro-pyran-4-yl)-amine hydrochloride (1:1), 1.13 g (3.0 mmol) 2-(dicyclohexylphosphino)biphenyl, 14.75 g (45.0 mmol) cesium carbonate, and 360 mg (2.0 mmol) palladium (II) acetate. The mixture was heated at reflux for 72 h and then poured onto water and extracted three times with ethyl acetate. The combined organic phases were dried over sodium sulfate and concentrate... Starting materials: O=C1SC2=C(N1)C=CC=C2 (2-oxobenzothiazole), [H-].[Na+] (NaH), C(C1=CC=CC=C1)O[C@@H](C)[C@@H](CCOS(=O)(=O)C)N1C=NC(=C1)C(=O)N (1-[(2S,3R)-2-benzyloxy-5-methanesulfonyloxy-3-pentyl]imidazole-4-carboxamide), O (water). The solvent is CN(C)C=O (DMF), CN(C)C=O (DMF). Reaction conditions: temperature 65 celsius, time 10 minute. Yields the product C(C1=CC=CC=C1)O[C@@H](C)[C@@H](CCN1C(SC2=C1C=CC=C2)=O)N2C=NC(=C2)C(=O)N (1-[(2S,3R)-2-benzyloxy-5-(2-oxobenzothiazol-3-yl)-3-pentyl]imidazole-4-carboxamide). The yield is 52.7%. RXN SMILES: [O:1]=[C:2]1[NH:6][C:5]2[CH:7]=[CH:8][CH:9]=[CH:10][C:4]=2[S:3]1.[H-].[Na+].[CH2:13]([O:20][C@H:21]([C@H:23]([N:31]1[CH:35]=[C:34]([C:36]([NH2:38])=[O:37])[N:33]=[CH:32]1)[CH2:24][CH2:25]OS(C)(=O)=O)[CH3:22])[C:14]1[CH:19]=[CH:18][CH:17]=[CH:16][CH:15]=1.O>CN(C=O)C>[CH2:13]([O:20][C@H:21]([C@H:23]([N:31]1[CH:35]=[C:34]([C:36]([NH2:38])=[O:37])[N:33]=[CH:32]1)[CH2:24][CH2:25][N:6]1[C:5]2[CH:7]=[CH:8][CH:9]=[CH:10][C:4]=2[S:3][C:2]1=[O:1])[CH3:22])[C:14]1[CH:19]=[CH:18][CH:17]=[CH:16][CH:15]=1 |f:1.2|. Reported procedure: To a stirred solution of 2-oxobenzothiazole (83 mg, 0.549 mmol) in DMF (3 ml) was added NaH (60% in mineral oil, 22 mg, 0.549 mmol) at room temperature. After 10 minutes, 1-[(2S,3R)-2-benzyloxy-5-methanesulfonyloxy-3-pentyl]imidazole-4-carboxamide in DMF (3 ml) was added and the resulting mixture was stirred for 6 hours at 60 to 70° C. The reaction mixture was poured into water (30 ml) and extracted with ethyl acetate. The organic layer was washed with brine, dried (sodium sulfate), and concentr...